Dataset: the Open Reaction Database (ORD), a public repository of structured organic reaction records. Task: describe an organic reaction: reactants, conditions, products, and yield The reactants are ClCCl, CN(C)C=O, CS(=O)(=O)c1ccc(C(CC2CCC(F)(F)C2)C(=O)O)cc1Cl, O=C(Cl)C(=O)Cl. Product: CS(=O)(=O)c1ccc(C(CC2CCC(F)(F)C2)C(=O)Cl)cc1Cl. Reaction SMILES: [CH2:35]([Cl:36])[Cl:37].[CH3:24][N:25]([CH3:26])[CH:27]=[O:28].[Cl:1][c:2]1[cH:3][c:4]([CH:12]([C:13](=[O:14])[OH:15])[CH2:16][CH:17]2[CH2:18][C:19]([F:22])([F:23])[CH2:20][CH2:21]2)[cH:5][cH:6][c:7]1[S:8](=[O:9])(=[O:10])[CH3:11].[Cl:29][C:30]([C:31]([Cl:32])=[O:33])=[O:34]>>[Cl:1][c:2]1[cH:3][c:4]([CH:12]([C:13](=[O:14])[Cl:29])[CH2:16][CH:17]2[CH2:18][C:19]([F:22])([F:23])[CH2:20][CH2:21]2)[cH:5][cH:6][c:7]1[S:8](=[O:9])(=[O:10])[CH3:11].